From a dataset of the Open Reaction Database (ORD), a public repository of structured organic reaction records. describe an organic reaction: reactants, conditions, products, and yield The reactants are O=C(O)c1cc2ccccc2o1, Cc1ccc([N+](=O)[O-])cc1N. As a reaction SMILES: Cc1ccc([N+](=O)[O-])cc1N.O=C(O)c1cc2ccccc2o1.C1CCN(C1)[P+](N2CCCC2)(N3CCCC3)ON4C5=C(C=CC=N5)N=N4.F[P-](F)(F)(F)(F)F.C1=CC2=C(N=C1)N(N=N2)O.CCN(C(C)C)C(C)C.CN(C)C=O>>Cc1ccc([N+](=O)[O-])cc1NC(=O)c1cc2ccccc2o1. The reagents and catalysts are C1CCN(C1)[P+](N2CCCC2)(N3CCCC3)ON4C5=C(C=CC=N5)N=N4.F[P-](F)(F)(F)(F)F (PyAOP), CCN(C(C)C)C(C)C (DIPEA), C1=CC2=C(N=C1)N(N=N2)O (HOAt). Reaction conditions: temperature 25 celsius, time 2 hour. Yields the product Cc1ccc([N+](=O)[O-])cc1NC(=O)c1cc2ccccc2o1. The yield is 13.0%. Run in CN(C)C=O (DMF), CN(C)C=O (DMF), CN(C)C=O (DMF), CN(C)C=O (DMF), CN(C)C=O (DMF), CN(C)C=O (DMF).